Dataset: the Open Reaction Database (ORD), a public repository of structured organic reaction records. Task: describe an organic reaction: reactants, conditions, products, and yield Reactants: CCO, CCOC(=O)c1cn(NCC=O)c2cc3c(cc2c1=O)OCO3, [K+], [OH-], O. Yields the product CCOC(=O)c1cn(NC)c2cc3c(cc2c1=O)OCO3. RXN SMILES: [CH3:26][CH2:27][OH:28].[CH:1](=[O:2])[CH2:3][NH:4][n:5]1[cH:6][c:7]([C:19](=[O:20])[O:21][CH2:22][CH3:23])[c:8](=[O:18])[c:9]2[cH:10][c:11]3[c:12]([cH:13][c:14]12)[O:15][CH2:16][O:17]3.[K+:25].[OH-:24].[OH2:29]>>[CH3:3][NH:4][n:5]1[cH:6][c:7]([C:19](=[O:20])[O:21][CH2:22][CH3:23])[c:8](=[O:18])[c:9]2[cH:10][c:11]3[c:12]([cH:13][c:14]12)[O:15][CH2:16][O:17]3. Reactants: ClCCCBr, O=C([O-])[O-], CN(C)C=O, [K+], [K+], N#CCc1ccc(O)cc1. Yields the product N#CCc1ccc(OCCCCl)cc1. Reaction SMILES: [Br:17][CH2:18][CH2:19][CH2:20][Cl:21].[C:11](=[O:12])([O-:13])[O-:14].[CH3:22][N:23]([CH3:24])[CH:25]=[O:26].[K+:15].[K+:16].[OH:1][c:2]1[cH:3][cH:4][c:5]([CH2:8][C:9]#[N:10])[cH:6][cH:7]1>>[O:1]([c:2]1[cH:3][cH:4][c:5]([CH2:8][C:9]#[N:10])[cH:6][cH:7]1)[CH2:18][CH2:19][CH2:20][Cl:21]. The reactants are CC(C)C[Al+]CC(C)C, ClCCl, COC(=O)C1CCCCN1C(=O)OC(C)(C)C, [H-], COC(=O)C=P(c1ccccc1)(c1ccccc1)c1ccccc1. Product: COC(=O)C=CC1CCCCN1C(=O)OC(C)(C)C. As a reaction SMILES: [CH2:19]([Al+:20][CH2:21][CH:22]([CH3:23])[CH3:24])[CH:25]([CH3:26])[CH3:27].[CH2:52]([Cl:53])[Cl:54].[CH3:1][O:2][C:3]([CH:4]1[N:5]([C:10](=[O:11])[O:12][C:13]([CH3:14])([CH3:15])[CH3:16])[CH2:6][CH2:7][CH2:8][CH2:9]1)=[O:17].[H-:18].[c:28]1([P:29]([c:30]2[cH:31][cH:32][cH:33][cH:34][cH:35]2)([c:36]2[cH:37][cH:38][cH:39][cH:40][cH:41]2)=[CH:47][C:48](=[O:49])[O:50][CH3:51])[cH:42][cH:43][cH:44][cH:45][cH:46]1>>[CH:3]([CH:4]1[N:5]([C:10](=[O:11])[O:12][C:13]([CH3:14])([CH3:15])[CH3:16])[CH2:6][CH2:7][CH2:8][CH2:9]1)=[CH:47][C:48](=[O:49])[O:50][CH3:51]. Starting materials: C1CCNC1, CCOC(=O)c1csc(-c2ccc3c(c2)CN(c2cc(N4CCN(C)CC4)nc(N)n2)CC3)n1. RXN SMILES: [CH2:35]1[CH2:36][CH2:37][NH:38][CH2:39]1.[NH2:1][c:2]1[n:3][c:4]([N:28]2[CH2:29][CH2:30][N:31]([CH3:34])[CH2:32][CH2:33]2)[cH:5][c:6]([N:8]2[CH2:9][c:10]3[cH:11][c:12](-[c:18]4[s:19][cH:20][c:21]([C:23]([O:25][CH2:24][CH3:26])=[O:27])[n:22]4)[cH:13][cH:14][c:15]3[CH2:16][CH2:17]2)[n:7]1>>[NH2:1][c:2]1[n:3][c:4]([N:28]2[CH2:29][CH2:30][N:31]([CH3:34])[CH2:32][CH2:33]2)[cH:5][c:6]([N:8]2[CH2:9][c:10]3[cH:11][c:12](-[c:18]4[s:19][cH:20][c:21]([C:23](=[O:25])[N:38]5[CH2:37][CH2:36][CH2:35][CH2:39]5)[n:22]4)[cH:13][cH:14][c:15]3[CH2:16][CH2:17]2)[n:7]1. The product is CN1CCN(c2cc(N3CCc4ccc(-c5nc(C(=O)N6CCCC6)cs5)cc4C3)nc(N)n2)CC1.